Dataset: the Open Reaction Database (ORD), a public repository of structured organic reaction records. Task: describe an organic reaction: reactants, conditions, products, and yield The reactants are O (water), BrCC1=C(C=NC=C1Cl)Cl (4-(bromomethyl)-3,5-dichloropyridine), OC1=CC=C(C=O)C=C1 (4-hydroxybenzaldehyde), C([O-])([O-])=O.[Cs+].[Cs+] (caesium carbonate). The solvent is CN(C)C=O (DMF). Reaction conditions: time 4.5 hour. Product: ClC=1C=NC=C(C1COC1=CC=C(C=O)C=C1)Cl (4-[(3,5-Dichloro-4-pyridinyl)methoxy]benzaldehyde). Yield: 91.2%. As a reaction SMILES: Br[CH2:2][C:3]1[C:8]([Cl:9])=[CH:7][N:6]=[CH:5][C:4]=1[Cl:10].[OH:11][C:12]1[CH:19]=[CH:18][C:15]([CH:16]=[O:17])=[CH:14][CH:13]=1.C(=O)([O-])[O-].[Cs+].[Cs+].O>CN(C=O)C>[Cl:10][C:4]1[CH:5]=[N:6][CH:7]=[C:8]([Cl:9])[C:3]=1[CH2:2][O:11][C:12]1[CH:19]=[CH:18][C:15]([CH:16]=[O:17])=[CH:14][CH:13]=1 |f:2.3.4|. Procedure details: A mixture of 4-(bromomethyl)-3,5-dichloropyridine (15 g, 62.2 mmol), 4-hydroxybenzaldehyde (7.97 g, 65.4 mmol) and caesium carbonate (22.3 g, 68.5 mmol) in DMF (150 ml) was stirred for 4.5 h at room temperature. The mixture was poured into water and extracted with EtOAc. The organic extract was washed with sodium carbonate solution (×2) and brine, dried (MgSO4) and evaporated in vacuo to give the title compound as a brown solid (16 g). δH (DMSO-d6), 9.91 (1H, s), 8.74 (2H, s), 7.91 (2H, d, J 8.6... Reactants: O=C([O-])[O-], CC1CCCN1, CC#N, ClCCCOc1ccc(I)cc1, [I-], [K+], [K+], [Na+], O. The product is CC1CCCN1CCCOc1ccc(I)cc1. As a reaction SMILES: [C:21](=[O:22])([O-:23])[O-:24].[CH3:13][CH:14]1[NH:15][CH2:16][CH2:17][CH2:18]1.[CH3:27][C:28]#[N:29].[Cl:1][CH2:2][CH2:3][CH2:4][O:5][c:6]1[cH:7][cH:8][c:9]([I:12])[cH:10][cH:11]1.[I-:20].[K+:25].[K+:26].[Na+:19].[OH2:30]>>[CH2:2]([CH2:3][CH2:4][O:5][c:6]1[cH:7][cH:8][c:9]([I:12])[cH:10][cH:11]1)[N:15]1[CH:14]([CH3:13])[CH2:18][CH2:17][CH2:16]1. The reactants are COC1=CC=C(C=C1)C1=C(NC2=CC=C(C=C12)O)C (3-(4-methoxyphenyl)-2-methyl-1H-indole-5-ol), C(C)OC(C(C)(C)Br)=O (2-bromo-2-methyl-propanoic acid ethylester). Product: C(C)OC(C(C)(C)OC=1C=C2C(=C(NC2=CC1)C)C1=CC=C(C=C1)OC)=O (2-[3-(4-Methoxy-phenyl)-2-methyl-1H-indole-5-yloxy]-2-methyl-propanoic acid ethylester). Reaction SMILES: [CH3:1][O:2][C:3]1[CH:8]=[CH:7][C:6]([C:9]2[C:17]3[C:12](=[CH:13][CH:14]=[C:15]([OH:18])[CH:16]=3)[NH:11][C:10]=2[CH3:19])=[CH:5][CH:4]=1.[CH2:20]([O:22][C:23](=[O:28])[C:24](Br)([CH3:26])[CH3:25])[CH3:21]>>[CH2:20]([O:22][C:23](=[O:28])[C:24]([O:18][C:15]1[CH:16]=[C:17]2[C:12](=[CH:13][CH:14]=1)[NH:11][C:10]([CH3:19])=[C:9]2[C:6]1[CH:5]=[CH:4][C:3]([O:2][CH3:1])=[CH:8][CH:7]=1)([CH3:26])[CH3:25])[CH3:21]. Reported procedure: This compound was prepared from 3-(4-methoxyphenyl)-2-methyl-1H-indole-5-ol and 2-bromo-2-methyl-propanoic acid ethylester analogously to Example 10. Starting materials: ClCCl (dichloromethane), S(O)(O)(=O)=O (sulfuric acid), C(C1=CC=CC=C1)CNCC(O)C1=CC(=CC=C1)CC(=O)OC (2-benzylmethylamino-l-(3-methoxycarbonylmethylphenyl)ethanol), ClCCl (dichloromethane), [OH-].[Na+] (NaOH). The product is CN1CC2=CC=CC=C2C(C1)C=1C=C(C=CC1)CC(=O)OC (Methyl 3-[2-methyl-1,2,3,4-tetrahydro-4-(R,S)-isoquinolinyl]phenyl-acetate). RXN SMILES: [CH2:1]([CH2:8][NH:9][CH2:10][CH:11]([C:13]1[CH:18]=[CH:17][CH:16]=[C:15]([CH2:19][C:20]([O:22][CH3:23])=[O:21])[CH:14]=1)O)[C:2]1[CH:7]=[CH:6][CH:5]=[CH:4]C=1.S(=O)(=O)(O)O.[OH-].[Na+].Cl[CH2:32]Cl>>[CH3:32][N:9]1[CH2:10][CH:11]([C:13]2[CH:14]=[C:15]([CH2:19][C:20]([O:22][CH3:23])=[O:21])[CH:16]=[CH:17][CH:18]=2)[C:2]2[C:1](=[CH:4][CH:5]=[CH:6][CH:7]=2)[CH2:8]1 |f:2.3|. Procedure: 1.5 g (4.8 mmol) of 2-benzylmethylamino-l-(3-methoxycarbonylmethylphenyl)ethanol are dissolved in 13 ml of dichloromethane. 3.7 ml of conc. sulfuric acid are added dropwise to this solution with cooling and stirring. It is stirred at room temperature for three hours. The reaction solution is diluted with dichloromethane and treated with ice. This solution is then adjusted to an alkaline pH using NaOH solution. The deposited organic phase is separated off. The aqueous phase is extracted twice mor... The reactants are ferric chloride, [Cu]C#N (Copper (I) cyanide), BrC1=C(C=C(C=C1)S(F)(F)(F)(F)F)[N+](=O)[O-] (4-bromo-3-nitro- phenylsulphur pentafluoride). Run in O (water), O (water), CN(C=O)C (N,N- dimethylformamide). Reaction conditions: temperature 140 celsius, time 1.25 hour. The product is [N+](=O)([O-])C1=C(C#N)C=CC(=C1)S(F)(F)(F)(F)F (2-nitro-4-pentafluorosulphanylbenzonitrile). Yield: 95.1%. RXN SMILES: [Cu][C:2]#[N:3].Br[C:5]1[CH:10]=[CH:9][C:8]([S:11]([F:16])([F:15])([F:14])([F:13])[F:12])=[CH:7][C:6]=1[N+:17]([O-:19])=[O:18]>CN(C)C=O.O>[N+:17]([C:6]1[CH:7]=[C:8]([S:11]([F:16])([F:12])([F:13])([F:14])[F:15])[CH:9]=[CH:10][C:5]=1[C:2]#[N:3])([O-:19])=[O:18]. Reported procedure: Copper (I) cyanide (5.05 g) was added to a stirred solution of 4-bromo-3-nitro- phenylsulphur pentafluoride (18.5 g) in N,N- dimethylformamide and heated at 140° C. for 4 hours. A mixture of ferric chloride (20.0 g),concentrated hydrochloric acid and water was added at 105° C. and heating continued for 1.25 hours. The cooled mixture was diluted with water, extracted (ether) and the organic phase washed (water), dried (magnesium sulphate) and evaporated to give 2-nitro-4-pentafluorosulphanylbenzo... Yields the product CNc1ncc2cc(-c3cc(N)ccc3Cl)c(=O)n(C)c2n1. Starting materials: CN, CSc1ncc2cc(-c3cc(N)ccc3Cl)c(=O)n(C)c2n1, O=C(OO)c1cccc(Cl)c1. As a reaction SMILES: [CH3:34][NH2:35].[NH2:1][c:2]1[cH:3][cH:4][c:5]([Cl:22])[c:6](-[c:8]2[cH:9][c:10]3[c:11]([n:12][c:13]([S:16][CH3:17])[n:14][cH:15]3)[n:18]([CH3:21])[c:19]2=[O:20])[cH:7]1.[OH:23][O:24][C:25]([c:26]1[cH:27][c:28]([Cl:29])[cH:30][cH:31][cH:32]1)=[O:33]>>[NH2:1][c:2]1[cH:3][cH:4][c:5]([Cl:22])[c:6](-[c:8]2[cH:9][c:10]3[c:11]([n:12][c:13]([NH:35][CH3:34])[n:14][cH:15]3)[n:18]([CH3:21])[c:19]2=[O:20])[cH:7]1.